The task is: describe an organic reaction: reactants, conditions, products, and yield. This data is from the Open Reaction Database (ORD), a public repository of structured organic reaction records. Starting materials: ClC(Cl)(Cl)Cl, CCCc1ccc(C2CCC(CCc3ccccc3)CC2)cc1, CC(=O)O, [O-][I+2]([O-])O, I, O, O=S(=O)(O)O. Product: CCCc1ccc(C2CCC(CCc3ccc(I)cc3)CC2)cc1. Reaction SMILES: [C:35]([Cl:36])([Cl:37])([Cl:38])[Cl:39].[CH2:6]([CH2:7][CH3:8])[c:9]1[cH:10][cH:11][c:12]([CH:15]2[CH2:16][CH2:17][CH:18]([CH2:21][CH2:22][c:23]3[cH:24][cH:25][cH:26][cH:27][cH:28]3)[CH2:19][CH2:20]2)[cH:13][cH:14]1.[CH3:40][C:41](=[O:42])[OH:43].[I+2:30]([OH:31])([O-:32])[O-:33].[I:29].[OH2:34].[S:1](=[O:2])(=[O:3])([OH:4])[OH:5]>>[CH2:6]([CH2:7][CH3:8])[c:9]1[cH:10][cH:11][c:12]([CH:15]2[CH2:16][CH2:17][CH:18]([CH2:21][CH2:22][c:23]3[cH:24][cH:25][c:26]([I:30])[cH:27][cH:28]3)[CH2:19][CH2:20]2)[cH:13][cH:14]1. Starting materials: ClC=1C=C(C=C(C1)Cl)NC(C)C(=O)O (N-(3,5-dichlorophenyl)-D,L-alanine), Cl.COC([C@@H](N)CCC)=O (L-norvaline methyl ester hydrochloride). Product: COC([C@H](CCC)NC([C@@H](NC1=CC(=CC(=C1)Cl)Cl)C)=O)=O (N-[N-(3,5-dichlorophenyl)-L-alanyl]-(S)-2-aminopentanoic acid methyl ester). As a reaction SMILES: [Cl:1][C:2]1[CH:3]=[C:4]([NH:9][CH:10]([C:12]([OH:14])=O)[CH3:11])[CH:5]=[C:6]([Cl:8])[CH:7]=1.Cl.[CH3:16][O:17][C:18](=[O:24])[C@H:19]([CH2:21][CH2:22][CH3:23])[NH2:20]>>[CH3:16][O:17][C:18](=[O:24])[C@@H:19]([NH:20][C:12](=[O:14])[C@H:10]([CH3:11])[NH:9][C:4]1[CH:5]=[C:6]([Cl:8])[CH:7]=[C:2]([Cl:1])[CH:3]=1)[CH2:21][CH2:22][CH3:23] |f:1.2|. Procedure details: Following General Procedure D and using N-(3,5-dichlorophenyl)-D,L-alanine (from Example B above) and L-norvaline methyl ester hydrochloride (Sennchem), the title compound was prepared. The reaction product was purified by silica gel chromatography using 50% ethyl acetate/hexane. Reactants: solid, [H][H] (hydrogen), CC=1C=[N+](C=CC1[N+](=O)[O-])[O-] (3-methyl-4-nitropyridine N-oxide), C(C)OC(N(C)C)OCC (N,N-dimethylformamide diethyl acetal). Reagents/catalysts: [Pd] (palladium on carbon). The solvent is C(C)(=O)O (acetic acid), C(C)O (ethanol), CN(C)C=O (DMF). Run at time 1.25 hour. Product: N1C=CC2=CN=CC=C12 (5-azaindole). The yield is 51.0%. Reaction SMILES: [CH3:1][C:2]1[CH:3]=[N+:4]([O-])[CH:5]=[CH:6][C:7]=1[N+:8]([O-])=O.[CH2:12](OC(OCC)N(C)C)C.[H][H]>CN(C=O)C.C(O)C.C(O)(=O)C.[Pd]>[NH:8]1[C:7]2[C:2](=[CH:3][N:4]=[CH:5][CH:6]=2)[CH:1]=[CH:12]1. Procedure details: This compound is prepared in a procedure similar to that described by J. R. Dormoy and A. Heymes in Tetrahedron, 1993, 49(14), 2885-2914. A stirred solution of 3-methyl-4-nitropyridine N-oxide (10.0 g, 65.0 mmol) and N,N-dimethylformamide diethyl acetal (14.5 g, 99 mmol) in DMF is placed in a preheated bath (90° C.) for 1.25 h, cooled and filtered. The filtercake is rinsed with a small amount of methanol and air-dried to give a purple-brown solid, 12.1 g. A portion of this solid (2.09 g, 10.0 mm... Starting materials: Cc1ccc(S(=O)(=O)OC2=NN(c3ncccc3Cl)C(C(=O)Nc3ccc(Cl)cc3C(=O)NC(C)C3CC3)C2)cc1, C1CCOC1, O, BrP(Br)Br. Yields the product CC(NC(=O)c1cc(Cl)ccc1NC(=O)C1CC(Br)=NN1c1ncccc1Cl)C1CC1. Reaction SMILES: [CH3:10][c:11]1[cH:12][cH:13][c:14]([S:15]([O:16][C:21]2=[N:22][N:23]([c:44]3[n:45][cH:46][cH:47][cH:48][c:49]3[Cl:50])[CH:24]([C:26]([NH:27][c:28]3[c:29]([C:35]([NH:36][CH:37]([CH3:38])[CH:39]4[CH2:40][CH2:41]4)=[O:42])[cH:30][c:31]([Cl:34])[cH:32][cH:33]3)=[O:43])[CH2:25]2)(=[O:17])=[O:18])[cH:19][cH:20]1.[O:1]1[CH2:2][CH2:3][CH2:4][CH2:5]1.[OH2:51].[P:6]([Br:7])([Br:8])[Br:9]>>[Br:7][C:21]1=[N:22][N:23]([c:44]2[n:45][cH:46][cH:47][cH:48][c:49]2[Cl:50])[CH:24]([C:26]([NH:27][c:28]2[c:29]([C:35]([NH:36][CH:37]([CH3:38])[CH:39]3[CH2:40][CH2:41]3)=[O:42])[cH:30][c:31]([Cl:34])[cH:32][cH:33]2)=[O:43])[CH2:25]1. Run at temperature -10 celsius, time 2 hour. Reaction SMILES: [F:1][C:2]1[CH:12]=[CH:11][C:5]([C:6]([CH2:8][C:9]#[N:10])=[O:7])=[CH:4][CH:3]=1.CO[C:15](OC)([N:17]([CH3:19])[CH3:18])[CH3:16]>C(Cl)(Cl)Cl>[CH3:19][N:17]([CH3:18])/[C:15](/[CH3:16])=[C:8](/[C:6](=[O:7])[C:5]1[CH:11]=[CH:12][C:2]([F:1])=[CH:3][CH:4]=1)\[C:9]#[N:10]. Product: CN(\C(=C(/C#N)\C(C1=CC=C(C=C1)F)=O)\C)C (3-Dimethylamino-2-(p-fluorobenzoyl)crotononitrile). Solvent: C(Cl)(Cl)Cl (chloroform). Starting materials: FC1=CC=C(C(=O)CC#N)C=C1 (p-fluorobenzoylacetonitrile), COC(C)(N(C)C)OC (N,N-dimethylacetamide dimethylacetal). Procedure details: To a solution of 1.6 g. of p-fluorobenzoylacetonitrile [Pihl et al., Reakts. Sposobnost Org. Soedin. Tartu. Gos. Univ., 5 (1), 27, (1968)] in 30 ml. of chloroform, cooled to -10° C., is added 1.4 g. of N,N-dimethylacetamide dimethylacetal. The reaction mixture is stirred at -10° C. for 2 hours and the evaporated in vacuo to an oil. This oil is dissolved in 150 ml. of benzene and filtered through magnesol. The filtrate is evaporated to 50 ml. and petroleum ether is added to effect crystallization... Starting materials: CN(C1=NC=CC=C1NC(C1=C(C=CC(=C1)CC=1C(C(=C(C(C1C)=O)OC)OC)=O)OC(C)=O)=O)C (N-(2-Dimethylaminopyridin-3-yl)-5-(5,6-dimethoxy-3-methyl-1,4-benzoquinon-2-yl)methyl-2-acetoxybenzamide), C(O)([O-])=O.[Na+] (sodium hydrogencarbonate). Solvent: CO (methanol), O (water). Product: CN(C1=NC=CC=C1NC(C1=C(C=CC(=C1)CC=1C(C(=C(C(C1C)=O)OC)OC)=O)O)=O)C (N-(2-Dimethylaminopyridin-3-yl)-5-(5,6-dimethoxy-3-methyl-1,4-benzoquinon-2-yl)methyl-2-hydroxybenzamide). Yield: 99.7%. As a reaction SMILES: [CH3:1][N:2]([CH3:36])[C:3]1[C:8]([NH:9][C:10](=[O:35])[C:11]2[CH:16]=[C:15]([CH2:17][C:18]3[C:19](=[O:30])[C:20]([O:28][CH3:29])=[C:21]([O:26][CH3:27])[C:22](=[O:25])[C:23]=3[CH3:24])[CH:14]=[CH:13][C:12]=2[O:31]C(=O)C)=[CH:7][CH:6]=[CH:5][N:4]=1.C(=O)([O-])O.[Na+]>CO.O>[CH3:36][N:2]([CH3:1])[C:3]1[C:8]([NH:9][C:10](=[O:35])[C:11]2[CH:16]=[C:15]([CH2:17][C:18]3[C:19](=[O:30])[C:20]([O:28][CH3:29])=[C:21]([O:26][CH3:27])[C:22](=[O:25])[C:23]=3[CH3:24])[CH:14]=[CH:13][C:12]=2[OH:31])=[CH:7][CH:6]=[CH:5][N:4]=1 |f:1.2|. Procedure: N-(2-Dimethylaminopyridin-3-yl)-5-(5,6-dimethoxy-3-methyl-1,4-benzoquinon-2-yl)methyl-2-acetoxybenzamide (0.074 g, 0.0933 mmol) was dissolved in methanol (3 ml) and after adding thereto an aqueous saturated sodium hydrogencarbonate solution (3 ml), the solution was stirred at room temperature for 3 hours. After the completion of reaction, the reaction solution was diluted with water and then extracted with ethyl acetate. The extract was washed with water and then dried, and the solvent was remov... Starting materials: CC(C)(C)c1nc2c3ccc(F)cc3c3c(=O)[nH]ccc3c2[nH]1, [H-], CI, [Na+], CN(C)C=O. Yields the product Cn1ccc2c3[nH]c(C(C)(C)C)nc3c3ccc(F)cc3c2c1=O. Reaction SMILES: [C:1]([CH3:2])([CH3:3])([CH3:4])[c:5]1[n:6][c:7]2[c:8]([c:9]3[cH:10][cH:11][nH:12][c:13](=[O:22])[c:14]3[c:15]3[c:16]2[cH:17][cH:18][c:19]([F:21])[cH:20]3)[nH:23]1.[H-:25].[I:26][CH3:27].[Na+:24].[O:28]=[CH:29][N:30]([CH3:31])[CH3:32]>>[C:1]([CH3:2])([CH3:3])([CH3:4])[c:5]1[n:6][c:7]2[c:8]([c:9]3[cH:10][cH:11][n:12]([CH3:27])[c:13](=[O:22])[c:14]3[c:15]3[c:16]2[cH:17][cH:18][c:19]([F:21])[cH:20]3)[nH:23]1. Reactants: C1CCOC1, COc1cccc(CNC(=O)c2csc(-c3cn(S(=O)(=O)c4ccc(C)cc4)c4ncccc34)c2)c1, CCOC(C)=O, [Li+], [OH-], O, O. Product: COc1cccc(CNC(=O)c2csc(-c3c[nH]c4ncccc34)c2)c1. Reaction SMILES: [CH2:40]1[O:41][CH2:42][CH2:43][CH2:44]1.[CH3:1][O:2][c:3]1[cH:4][c:5]([CH2:6][NH:7][C:8](=[O:9])[c:10]2[cH:11][s:12][c:13](-[c:15]3[cH:16][n:17]([S:24]([c:25]4[cH:26][cH:27][c:28]([CH3:29])[cH:30][cH:31]4)(=[O:32])=[O:33])[c:18]4[n:19][cH:20][cH:21][cH:22][c:23]34)[cH:14]2)[cH:34][cH:35][cH:36]1.[CH3:46][CH2:47][O:48][C:49]([CH3:50])=[O:51].[Li+:38].[OH-:37].[OH2:39].[OH2:45]>>[CH3:1][O:2][c:3]1[cH:4][c:5]([CH2:6][NH:7][C:8](=[O:9])[c:10]2[cH:11][s:12][c:13](-[c:15]3[cH:16][nH:17][c:18]4[n:19][cH:20][cH:21][cH:22][c:23]34)[cH:14]2)[cH:34][cH:35][cH:36]1. The reactants are Cc1csc2c1c(-c1ccccc1Cl)nc(=O)n2C, ClC(Cl)Cl, N, O=S(=O)(Cl)Cl. The product is Cc1c(Cl)sc2c1c(-c1ccccc1Cl)nc(=O)n2C. As a reaction SMILES: [CH3:1][n:2]1[c:3](=[O:19])[n:4][c:5](-[c:12]2[c:13]([Cl:18])[cH:14][cH:15][cH:16][cH:17]2)[c:6]2[c:7]1[s:8][cH:9][c:10]2[CH3:11].[CH:26]([Cl:27])([Cl:28])[Cl:29].[NH3:25].[S:20]([Cl:21])(=[O:22])([Cl:23])=[O:24]>>[CH3:1][n:2]1[c:3](=[O:19])[n:4][c:5](-[c:12]2[c:13]([Cl:18])[cH:14][cH:15][cH:16][cH:17]2)[c:6]2[c:7]1[s:8][c:9]([Cl:23])[c:10]2[CH3:11]. Starting materials: C(C)N1C(N(C(C=2N(C=NC12)CCC)=O)CCCC(C)=O)=O (3-ethyl-1-(4-oxopentyl)-7-propylxanthine), C(CCC)[Li] (butyllithium), C(CC)N(CCC)CC#C (N,N-dipropyl-2-propynylamine), Cl (hydrochloric acid). Solvent: O1CCCC1 (tetrahydrofuran), CCCCCC (n-hexane), O1CCCC1 (tetrahydrofuran). Reaction conditions: temperature -78 celsius, time 1 hour. Yields the product C(CC)N(CC#CC(CCCN1C(=O)N(C=2N=CN(C2C1=O)CCC)CC)(C)O)CCC (1-(7-Dipropylamino-4-hydroxy-4-methyl-5-heptynyl)-3-ethyl-7-propyl-xanthine). RXN SMILES: C([Li])CCC.[CH2:6]([N:9]([CH2:13][C:14]#[CH:15])[CH2:10][CH2:11][CH3:12])[CH2:7][CH3:8].[CH2:16]([N:18]1[C:26]2[N:25]=[CH:24][N:23]([CH2:27][CH2:28][CH3:29])[C:22]=2[C:21](=[O:30])[N:20]([CH2:31][CH2:32][CH2:33][C:34](=[O:36])[CH3:35])[C:19]1=[O:37])[CH3:17].Cl>CCCCCC.O1CCCC1>[CH2:13]([N:9]([CH2:10][CH2:11][CH3:12])[CH2:6][C:7]#[C:8][C:34]([OH:36])([CH3:35])[CH2:33][CH2:32][CH2:31][N:20]1[C:21](=[O:30])[C:22]2[N:23]([CH2:27][CH2:28][CH3:29])[CH:24]=[N:25][C:26]=2[N:18]([CH2:16][CH3:17])[C:19]1=[O:37])[CH2:14][CH3:15]. Procedure details: 5.3 ml (8.45 mmol) of a 15% strength butyllithium solution in n-hexane were slowly added dropwise to a solution of 1.36 ml (7.8 mmol) of N,N-dipropyl-2-propynylamine in 6 ml of tetrahydrofuran at -78° C., and the mixture was stirred at -78° C. for one hour. After warming to room temperature, a solution of 2.0 g (6.5 mmol) of 3-ethyl-1-(4-oxopentyl)-7-propylxanthine in 8 ml of tetrahydrofuran was added. After 7 hours at room temperature, the mixture was adjusted to pH 6-7 with 4 N hydrochloric ac...